Dataset: the Open Reaction Database (ORD), a public repository of structured organic reaction records. Task: describe an organic reaction: reactants, conditions, products, and yield Starting materials: COC(=O)C(=O)c1ccc(O)cc1, CN(C)C=O, [H-], [Na+], O=C(CBr)c1ccc2ccccc2c1. Product: COC(=O)C(=O)c1ccc(OCC(=O)c2ccc3ccccc3c2)cc1. As a reaction SMILES: [CH3:1][O:2][C:3]([C:4]([c:5]1[cH:6][cH:7][c:8]([OH:11])[cH:9][cH:10]1)=[O:12])=[O:13].[CH3:30][N:31]([CH3:32])[CH:33]=[O:34].[H-:14].[Na+:15].[cH:16]1[c:17]([C:26](=[O:27])[CH2:28][Br:29])[cH:18][cH:19][c:20]2[cH:21][cH:22][cH:23][cH:24][c:25]12>>[CH3:1][O:2][C:3]([C:4]([c:5]1[cH:6][cH:7][c:8]([O:11][CH2:28][C:26]([c:17]2[cH:16][c:25]3[c:20]([cH:19][cH:18]2)[cH:21][cH:22][cH:23][cH:24]3)=[O:27])[cH:9][cH:10]1)=[O:12])=[O:13].